From a dataset of the Open Reaction Database (ORD), a public repository of structured organic reaction records. describe an organic reaction: reactants, conditions, products, and yield Reactants: COC1=CC=C(C=C1)CCCC(C(=O)O)CCC1=CC=C(C=C1)OC (5-(4-methoxyphenyl)-2-[2-(4-methoxy phenyl)ethyl]pentanoic acid), B#B (diborane). The solvent is O1CCCC1 (tetrahydrofuran), O1CCCC1 (tetrahydrofuran). Reaction conditions: time 10 hour. The product is COC1=CC=C(C=C1)CCCC(CO)CCC1=CC=C(C=C1)OC (5-(4-methoxyphenyl)-2-[2-(4-methoxyphenyl)ethyl]-1-pentanol). As a reaction SMILES: [CH3:1][O:2][C:3]1[CH:8]=[CH:7][C:6]([CH2:9][CH2:10][CH2:11][CH:12]([CH2:16][CH2:17][C:18]2[CH:23]=[CH:22][C:21]([O:24][CH3:25])=[CH:20][CH:19]=2)[C:13](O)=[O:14])=[CH:5][CH:4]=1.B#B>O1CCCC1>[CH3:1][O:2][C:3]1[CH:4]=[CH:5][C:6]([CH2:9][CH2:10][CH2:11][CH:12]([CH2:16][CH2:17][C:18]2[CH:19]=[CH:20][C:21]([O:24][CH3:25])=[CH:22][CH:23]=2)[CH2:13][OH:14])=[CH:7][CH:8]=1. Procedure: A solution of 5-(4-methoxyphenyl)-2-[2-(4-methoxy phenyl)ethyl]pentanoic acid (20 g, 0.058 mol) in dry tetrahydrofuran (50 ml) was treated with a solution of diborane in tetrahydrofuran (100 ml of 1M, 0.1 mol) and left to stand at room temperature for 10 hours. The solvent was evaporated off under reduced pressure and the residue was acidified with hydrochloric acid (2N) and extracted with chloroform. The combined extracts were dried (Na2SO4) and the solvent was evaporated off under reduced pres...